This data is from the Open Reaction Database (ORD), a public repository of structured organic reaction records. The task is: describe an organic reaction: reactants, conditions, products, and yield Reactants: Cl, CN(C(=O)N(C)C1CCNCC1c1ccc(F)cc1)c1cc(C(F)(F)F)cc(C(F)(F)F)c1, NC(=O)C(=O)O. The product is CN(C(=O)N(C)C1CCN(C(=O)C(N)=O)CC1c1ccc(F)cc1)c1cc(C(F)(F)F)cc(C(F)(F)F)c1. Reaction SMILES: [ClH:1].[F:2][C:3]([c:4]1[cH:5][c:6]([N:14]([C:15](=[O:16])[N:17]([CH3:18])[CH:19]2[CH:20]([c:25]3[cH:26][cH:27][c:28]([F:31])[cH:29][cH:30]3)[CH2:21][NH:22][CH2:23][CH2:24]2)[CH3:32])[cH:7][c:8]([C:10]([F:11])([F:12])[F:13])[cH:9]1)([F:33])[F:34].[NH2:35][C:36](=[O:37])[C:38]([OH:39])=[O:40]>>[F:2][C:3]([c:4]1[cH:5][c:6]([N:14]([C:15](=[O:16])[N:17]([CH3:18])[CH:19]2[CH:20]([c:25]3[cH:26][cH:27][c:28]([F:31])[cH:29][cH:30]3)[CH2:21][N:22]([C:38]([C:36]([NH2:35])=[O:37])=[O:39])[CH2:23][CH2:24]2)[CH3:32])[cH:7][c:8]([C:10]([F:11])([F:12])[F:13])[cH:9]1)([F:33])[F:34].